This data is from the Open Reaction Database (ORD), a public repository of structured organic reaction records. The task is: describe an organic reaction: reactants, conditions, products, and yield Starting materials: C(C)(=O)OCC.O (ethyl acetate water), ClC1=C(C(=O)N)C=CC(=C1C)F (2-chloro-4-fluoro-3-methylbenzamide), N1=CC=CC=C1 (pyridine), C(C(=O)Cl)(=O)Cl (oxalyl chloride). Solvent: CN(C)C=O (DMF). The product is ClC1=C(C#N)C=CC(=C1C)F (2-chloro-4-fluoro-3-methylbenzonitrile). Yield: 70.8%. Reaction SMILES: [Cl:1][C:2]1[C:10]([CH3:11])=[C:9]([F:12])[CH:8]=[CH:7][C:3]=1[C:4]([NH2:6])=O.N1C=CC=CC=1.C(Cl)(=O)C(Cl)=O.C(OCC)(=O)C.O>CN(C=O)C>[Cl:1][C:2]1[C:10]([CH3:11])=[C:9]([F:12])[CH:8]=[CH:7][C:3]=1[C:4]#[N:6] |f:3.4|. Procedure details: To a solution (50 ml) of 2-chloro-4-fluoro-3-methylbenzamide (4.69 g) and pyridine (2.97 g) in DMF was added dropwise oxalyl chloride (3.80 g) with stirring under ice-cooling at not more than 10° C. After stirring at the same temperature for 1 hr, the mixture was poured into ethyl acetate/water and partitioned. The organic layer was washed with water, aqueous sodium hydrogencarbonate solution and saturated brine, and dried over anhydrous sodium sulfate. The solvent was evaporated under reduced p...